Dataset: the Open Reaction Database (ORD), a public repository of structured organic reaction records. Task: describe an organic reaction: reactants, conditions, products, and yield The reactants are ClC=1C(=NC=NC1Cl)N (5,6-dichloropyrimidin-4-amine), C1(=CC(=CC=C1)N)N (benzene-1,3-diamine), O(C1=CC=CC=C1)C1=CC=C(C=C1)B(O)O ((4-phenoxyphenyl)boronic acid), C(C=C)(=O)Cl (acryloyl chloride). Yields the product NC1=C(C(=NC=N1)NC=1C=C(C=CC1)NC(C=C)=O)C1=CC=C(C=C1)OC1=CC=CC=C1 (N-(3-((6-amino-5-(4-phenoxyphenyl)pyrimidin-4-yl)amino)phenyl)acrylamide). RXN SMILES: Cl[C:2]1[C:3]([NH2:9])=[N:4][CH:5]=[N:6][C:7]=1Cl.[C:10]1([NH2:17])[CH:15]=[CH:14][CH:13]=[C:12]([NH2:16])[CH:11]=1.[O:18]([C:25]1[CH:30]=[CH:29][C:28](B(O)O)=[CH:27][CH:26]=1)[C:19]1[CH:24]=[CH:23][CH:22]=[CH:21][CH:20]=1.[C:34](Cl)(=[O:37])[CH:35]=[CH2:36]>>[NH2:9][C:3]1[N:4]=[CH:5][N:6]=[C:7]([NH:16][C:12]2[CH:11]=[C:10]([NH:17][C:34](=[O:37])[CH:35]=[CH2:36])[CH:15]=[CH:14][CH:13]=2)[C:2]=1[C:22]1[CH:23]=[CH:24][C:19]([O:18][C:25]2[CH:30]=[CH:29][CH:28]=[CH:27][CH:26]=2)=[CH:20][CH:21]=1. Procedure: N-(3-((6-amino-5-(4-phenoxyphenyl)pyrimidin-4-yl)amino)phenyl)acrylamide was prepared from 5,6-dichloropyrimidin-4-amine, benzene-1,3-diamine, (4-phenoxyphenyl)boronic acid, and acryloyl chloride using methods H, C, and F. HPLC purity: 100%. MS: m/z=424 [M+H]+. 1H-NMR (DMSO-d6), δ 10.11 (s, 1H), 8.47 (broad s, 1H), 8.22 (s, 1H), 7.67 (s, 1H), 7.31-6.97 (m, 14H), 6.37 (dd, 1H), 6.19 (d, 1H), 5.69 (d, 1H). Reactants: CO, [Na+], [OH-], O, COc1ccc([N+](=O)[O-])c2ccn(S(=O)(=O)c3ccccc3)c12. The product is COc1ccc([N+](=O)[O-])c2cc[nH]c12. RXN SMILES: [CH3:26][OH:27].[Na+:25].[OH-:24].[OH2:28].[c:1]1([S:2](=[O:3])(=[O:4])[n:10]2[cH:11][cH:12][c:13]3[c:14]([N+:21](=[O:22])[O-:23])[cH:15][cH:16][c:17]([O:19][CH3:20])[c:18]23)[cH:5][cH:6][cH:7][cH:8][cH:9]1>>[nH:10]1[cH:11][cH:12][c:13]2[c:14]([N+:21](=[O:22])[O-:23])[cH:15][cH:16][c:17]([O:19][CH3:20])[c:18]12. Reactants: O (water), CC=1OC(=CC1C(=O)O)C1=CC=CC=C1 (2-methyl-5-phenyl-3-furancarboxylic acid), C(C)I (ethyl iodide), C([O-])([O-])=O.[K+].[K+] (potassium carbonate). The solvent is CN(C=O)C (N,N-dimethylformamide). Conditions: time 4 hour. Product: CC=1OC(=CC1C(=O)OCC)C1=CC=CC=C1 (ethyl 2-methyl-5-phenyl-3-furancarboxylate). The yield is 100.1%. RXN SMILES: [CH3:1][C:2]1[O:3][C:4]([C:10]2[CH:15]=[CH:14][CH:13]=[CH:12][CH:11]=2)=[CH:5][C:6]=1[C:7]([OH:9])=[O:8].[CH2:16](I)[CH3:17].C(=O)([O-])[O-].[K+].[K+].O>CN(C)C=O>[CH3:1][C:2]1[O:3][C:4]([C:10]2[CH:15]=[CH:14][CH:13]=[CH:12][CH:11]=2)=[CH:5][C:6]=1[C:7]([O:9][CH2:16][CH3:17])=[O:8] |f:2.3.4|. Procedure details: A suspension of 2-methyl-5-phenyl-3-furancarboxylic acid (5.0 g), ethyl iodide (4.7 g) and potassium carbonate (3.5 g) in N,N-dimethylformamide (50 mL) was stirred at room temperature for 4 hr. The reaction mixture was poured into water, and the mixture was extracted with ethyl acetate. The organic layer was washed with 1N hydrochloric acid, and dried over magnesium sulfate. The solvent was evaporated under reduced pressure to give the title compound (5.7 g, 100%) as an oil. The reactants are NCC(C)O ((RS)-1-amino-2-propanol), C1(=CC=CC=C1)C (toluene), COC1=CC=C2CC(C(C2=C1)=O)CC=O ((RS)-6-methoxy-2-(2-oxoethyl)-1-indanone), O (water), C1(=CC=CC=C1)C (toluene). Reagents/catalysts: C1(=CC=C(C=C1)S(=O)(=O)O)C (p-toluenesulfonic acid). Conditions: time 90 minute. Product: COC1=CC=C2CC3=C(N(C(=C3)C)CC(C)O)C2=C1 ((RS)-1-(7-methoxy-2-methyl-1,4-dihydro-indeno[1,2-b]pyrrol-1-yl)-propan-2-ol). Isolated yield 65.0%. RXN SMILES: [CH3:1][O:2][C:3]1[CH:11]=[C:10]2[C:6]([CH2:7][CH:8]([CH2:13][CH:14]=O)[C:9]2=O)=[CH:5][CH:4]=1.O.[NH2:17][CH2:18][CH:19]([OH:21])[CH3:20].[C:22]1(C)C=CC=CC=1>C1(C)C=CC(S(O)(=O)=O)=CC=1>[CH3:1][O:2][C:3]1[CH:11]=[C:10]2[C:6]([CH2:7][C:8]3[CH:13]=[C:14]([CH3:22])[N:17]([CH2:18][CH:19]([OH:21])[CH3:20])[C:9]=32)=[CH:5][CH:4]=1. Procedure: A solution of 1.8 g of (RS)-6-methoxy-2-(2-oxoethyl)-1-indanone and 70 mg of p-toluenesulfonic acid in 70 ml of anhydrous toluene was heated on a water separator. A solution of 2.48 g of (RS)-1-amino-2-propanol in 20 ml of anhydrous toluene was added dropwise to the boiling solution over a period of 5 minutes. Subsequently, the mixture was boiled for an additional 90 minutes, during which the solvent was reduced to a volume of 20 ml. The cooled reaction mixture was purified by column chromatogra...